This data is from the Open Reaction Database (ORD), a public repository of structured organic reaction records. The task is: describe an organic reaction: reactants, conditions, products, and yield The reactants are C (charcoal), COC1=CC=C2CN(C(NC2=C1)=O)C1CCN(CC1)CC1=CC=CC=C1 (3,4-dihydro-7-methoxy-3-(1-phenylmethyl-4-piperidinyl)-2(1H)-quinazolinone), Cl.N1=CC=CC=C1 (pyridine hydrochloride), C(O)([O-])=O.[Na+] (sodium hydrogen carbonate). Run in O (water), C(C)#N (acetonitrile). Conditions: temperature 160 celsius, time 3 hour. The product is OC1=CC=C2CN(C(NC2=C1)=O)C1CCN(CC1)CC1=CC=CC=C1 (3,4-dihydro-7-hydroxy-3-(1-phenylmethyl-4-piperidinyl)-2(1H)-quinazolinone). RXN SMILES: C[O:2][C:3]1[CH:12]=[C:11]2[C:6]([CH2:7][N:8]([CH:14]3[CH2:19][CH2:18][N:17]([CH2:20][C:21]4[CH:26]=[CH:25][CH:24]=[CH:23][CH:22]=4)[CH2:16][CH2:15]3)[C:9](=[O:13])[NH:10]2)=[CH:5][CH:4]=1.Cl.N1C=CC=CC=1.C(=O)([O-])O.[Na+].C>O.C(#N)C>[OH:2][C:3]1[CH:12]=[C:11]2[C:6]([CH2:7][N:8]([CH:14]3[CH2:19][CH2:18][N:17]([CH2:20][C:21]4[CH:22]=[CH:23][CH:24]=[CH:25][CH:26]=4)[CH2:16][CH2:15]3)[C:9](=[O:13])[NH:10]2)=[CH:5][CH:4]=1 |f:1.2,3.4|. Procedure: A mixture of 18.0 g (0.0512 mol) of 3,4-dihydro-7-methoxy-3-(1-phenylmethyl-4-piperidinyl)-2(1H)-quinazolinone and 100 g of pyridine hydrochloride was heated to 160° C. with stirring for 3 hours. After cooling, the product was dissolved in 500 mL of water, the solution obtained was carefully treated with excess solid sodium hydrogen carbonate, whereupon a highly viscous oil was precipitated. This oil was taken up in 150 mL of methanol, the methanolic solution formed was clarified over activated ... Reactants: CC(C)(C)OC(=O)N1CC2CN(CC(=O)C(C)(C)C)CC(C1)O2, CC#N, CCOC(C)=O, Cl, [K+], [K+], O=C([O-])[O-]. Yields the product CC(C)(C)C(=O)CN1CC2CNCC(C1)O2. RXN SMILES: [CH3:1][C:2]([C:3]([CH2:4][N:5]1[CH2:6][CH:7]2[CH2:8][N:9]([C:14]([O:15][C:16]([CH3:17])([CH3:18])[CH3:19])=[O:20])[CH2:10][CH:11]([CH2:12]1)[O:13]2)=[O:21])([CH3:22])[CH3:23].[CH3:25][C:26]#[N:27].[CH3:34][CH2:35][O:36][C:37](=[O:38])[CH3:39].[ClH:24].[K+:28].[K+:29].[O-:30][C:31]([O-:32])=[O:33]>>[CH3:1][C:2]([C:3]([CH2:4][N:5]1[CH2:6][CH:7]2[CH2:8][NH:9][CH2:10][CH:11]([CH2:12]1)[O:13]2)=[O:21])([CH3:22])[CH3:23]. Starting materials: CC(C)O, [K+], [OH-], CCOC(=O)N1CCC(NCc2ccccc2)C(O)C1. Product: OC1CNCCC1NCc1ccccc1. As a reaction SMILES: [CH3:23][CH:24]([OH:25])[CH3:26].[K+:2].[OH-:1].[OH:3][CH:4]1[CH2:5][N:6]([C:18]([O:19][CH2:20][CH3:21])=[O:22])[CH2:7][CH2:8][CH:9]1[NH:10][CH2:11][c:12]1[cH:13][cH:14][cH:15][cH:16][cH:17]1>>[OH:3][CH:4]1[CH2:5][NH:6][CH2:7][CH2:8][CH:9]1[NH:10][CH2:11][c:12]1[cH:13][cH:14][cH:15][cH:16][cH:17]1. Starting materials: BrB(Br)Br, COc1ccc(CNC(=O)c2ccc3n2Cc2ccccc2N(C(=O)c2ccc(-c4ccccc4C)c(C)c2)C3)cc1, ClCCl. The product is Cc1ccccc1-c1ccc(C(=O)N2Cc3ccc(C(=O)NCc4ccc(O)cc4)n3Cc3ccccc32)cc1C. Reaction SMILES: [B:43]([Br:44])([Br:45])[Br:46].[CH3:1][c:2]1[c:3](-[c:36]2[c:37]([CH3:42])[cH:38][cH:39][cH:40][cH:41]2)[cH:4][cH:5][c:6]([C:8](=[O:9])[N:10]2[CH2:11][c:12]3[n:13]([c:21]([C:24](=[O:25])[NH:26][CH2:27][c:28]4[cH:29][cH:30][c:31]([O:34][CH3:35])[cH:32][cH:33]4)[cH:22][cH:23]3)[CH2:14][c:15]3[c:16]2[cH:17][cH:18][cH:19][cH:20]3)[cH:7]1.[Cl:47][CH2:48][Cl:49]>>[CH3:1][c:2]1[c:3](-[c:36]2[c:37]([CH3:42])[cH:38][cH:39][cH:40][cH:41]2)[cH:4][cH:5][c:6]([C:8](=[O:9])[N:10]2[CH2:11][c:12]3[n:13]([c:21]([C:24](=[O:25])[NH:26][CH2:27][c:28]4[cH:29][cH:30][c:31]([OH:34])[cH:32][cH:33]4)[cH:22][cH:23]3)[CH2:14][c:15]3[c:16]2[cH:17][cH:18][cH:19][cH:20]3)[cH:7]1. Starting materials: C(C=C)OC(=O)N1[C@@H](C[C@@H](C1)SC1=C(N2C([C@@H]([C@H]2[C@H]1C)[C@@H](C)O)=O)C(=O)OCC=C)COCCNC(=O)N (allyl (4R,5S,6S)-3-[(2S,4S)-1-allyloxycarbonyl-2-{(2-ureidoethyl)oxymethyl}pyrrolidin-4-yl]thio-6-[(1R)-1-hydroxyethyl]-4-methyl-7-oxo-1azabicyclo[3.2.0]hept-2-ene-2-carboxylate), C1(=CC=CC=C1)P(C1=CC=CC=C1)C1=CC=CC=C1 (triphenylphosphine), CC1(CC(=O)CC(=O)C1)C (dimedone), C(C)(=O)OCC (ethyl acetate). Reagents/catalysts: C=1C=CC(=CC1)[P](C=2C=CC=CC2)(C=3C=CC=CC3)[Pd]([P](C=4C=CC=CC4)(C=5C=CC=CC5)C=6C=CC=CC6)([P](C=7C=CC=CC7)(C=8C=CC=CC8)C=9C=CC=CC9)[P](C=1C=CC=CC1)(C=1C=CC=CC1)C=1C=CC=CC1 (tetrakis(triphenylphosphine)palladium(0)). The solvent is O1CCCC1 (tetrahydrofuran), O (water), O (water). The product is O[C@H](C)[C@@H]1[C@H]2[C@H](C(=C(N2C1=O)C(=O)O)S[C@H]1C[C@H](NC1)COCCNC(=O)N)C ((4R,5S, 6S)-6-[(1R)-1-hydroxyethyl]-4-methyl-7-oxo-3-[(2S,4S)-2-{(2-ureidoethyl)oxymethyl}pyrrolidin-4-yl]thio-1azabicyclo[3.2.0]hept-2-ene-2-carboxylic acid). Yield: 54.4%. As a reaction SMILES: C(OC([N:7]1[CH2:11][C@@H:10]([S:12][C:13]2[C@H:19]([CH3:20])[C@H:18]3[N:15]([C:16](=[O:24])[C@@H:17]3[C@H:21]([OH:23])[CH3:22])[C:14]=2[C:25]([O:27]CC=C)=[O:26])[CH2:9][C@H:8]1[CH2:31][O:32][CH2:33][CH2:34][NH:35][C:36]([NH2:38])=[O:37])=O)C=C.C1(P(C2C=CC=CC=2)C2C=CC=CC=2)C=CC=CC=1.CC1(C)CC(=O)CC(=O)C1.C(OCC)(=O)C>O1CCCC1.O.C1C=CC([P]([Pd]([P](C2C=CC=CC=2)(C2C=CC=CC=2)C2C=CC=CC=2)([P](C2C=CC=CC=2)(C2C=CC=CC=2)C2C=CC=CC=2)[P](C2C=CC=CC=2)(C2C=CC=CC=2)C2C=CC=CC=2)(C2C=CC=CC=2)C2C=CC=CC=2)=CC=1>[OH:23][C@@H:21]([C@H:17]1[C:16](=[O:24])[N:15]2[C@@H:18]1[C@@H:19]([CH3:20])[C:13]([S:12][C@@H:10]1[CH2:11][NH:7][C@H:8]([CH2:31][O:32][CH2:33][CH2:34][NH:35][C:36]([NH2:38])=[O:37])[CH2:9]1)=[C:14]2[C:25]([OH:27])=[O:26])[CH3:22] |^1:83,85,104,123|. Reported procedure: To a solution of allyl (4R,5S,6S)-3-[(2S,4S)-1-allyloxycarbonyl-2-{(2-ureidoethyl)oxymethyl}pyrrolidin-4-yl]thio-6-[(1R)-1-hydroxyethyl]-4-methyl-7-oxo-1azabicyclo[3.2.0]hept-2-ene-2-carboxylate (1.73 g) in a mixture of tetrahydrofuran (34 ml) and water (11 ml) were added triphenylphosphine (0.41 g), dimedone (1.32 g) and tetrakis(triphenylphosphine)palladium(0) (0.18 g) successively with stirring at ambient temperature. The mixture was stirred at the same temperature for 3 hours. To the solutio... Reactants: BrC1=C(C(=CC=C1)F)N1C(N(C2=NC(=NC=C2C1)S(=O)(=O)C)C)=O (3-(2-bromo-6-fluorophenyl)-3,4-dihydro-7-methanesulphonyl-1-methyl-pyrimido[4,5-d]pyrimidin-2(1H)-one), NC1=CC2=C(N(C=CS2(=O)=O)C)C=C1 (7-Amino-4-methyl-4H-benzo[1,4]thiazin-1,1-dioxide), NC1=CC2=C(N(C=CS2(=O)=O)C)C=C1 (7-Amino-4-methyl-4H-benzo[1,4]thiazin-1,1-dioxide), Cl (HCl). The solvent is CN1CCCC1=O (NMP), CCOCC (ether). Conditions: temperature 120 celsius. The product is BrC1=C(C(=CC=C1)F)N1C(N(C2=NC(=NC=C2C1)NC1=CC2=C(N(CCS2(=O)=O)C)C=C1)C)=O (3-(2-bromo-6-fluoro-phenyl)-1-methyl-7-(4-methyl-1,1-dioxo-1,2,3,4-tetrahydro-1lambda*6*-benzo[1,4]thiazin-7-ylamino)-3,4-dihydro-1H-pyrimido[4,5-d]pyrimidin-2-one). The yield is 31.1%. Reaction SMILES: [Br:1][C:2]1[CH:7]=[CH:6][CH:5]=[C:4]([F:8])[C:3]=1[N:9]1[CH2:18][C:17]2[C:12](=[N:13][C:14](S(C)(=O)=O)=[N:15][CH:16]=2)[N:11]([CH3:23])[C:10]1=[O:24].[NH2:25][C:26]1[CH:38]=[CH:37][C:29]2[N:30]([CH3:36])[CH:31]=[CH:32][S:33](=[O:35])(=[O:34])[C:28]=2[CH:27]=1.Cl>CN1C(=O)CCC1.CCOCC>[Br:1][C:2]1[CH:7]=[CH:6][CH:5]=[C:4]([F:8])[C:3]=1[N:9]1[CH2:18][C:17]2[C:12](=[N:13][C:14]([NH:25][C:26]3[CH:38]=[CH:37][C:29]4[N:30]([CH3:36])[CH2:31][CH2:32][S:33](=[O:35])(=[O:34])[C:28]=4[CH:27]=3)=[N:15][CH:16]=2)[N:11]([CH3:23])[C:10]1=[O:24]. Procedure: 83 mg 3-(2-bromo-6-fluorophenyl)-3,4-dihydro-7-methanesulphonyl-1-methyl-pyrimido[4,5-d]pyrimidin-2(1H)-one and 85 mg 7-Amino-4-methyl-4H-benzo[1,4]thiazin-1,1-dioxide (starting material n)) in 0.8 ml NMP were treated with 0.2 ml 2M HCl in ether and heated to 120° C. for 6 hrs. The mixture was purified by preparative HPLC-MS to yield 34 mg of the title compound. The reactants are C(=O)(OC(C)(C)C)N1CCCCC1 (1-Boc-piperidine), C(=O)(OC(C)(C)C)N1CCCC1 (1-Boc-pyrrolidine), CN1C[C@@H]2C[C@H](C1)[C@@H]3CCCCN3C2 ((+)-sparteine surrogate). Yields the product C(C)(C)(C)OC(=O)N1[C@@H](CCCC1)CCO ((2S)-2-(2-hydroxy-ethyl)-piperidine-1-carboxylic acid tert-butyl ester). Reaction SMILES: [C:1]([N:8]1[CH2:13][CH2:12][CH2:11][CH2:10][CH2:9]1)([O:3][C:4]([CH3:7])([CH3:6])[CH3:5])=[O:2].C(N1CCCC1)([O:16][C:17](C)(C)[CH3:18])=O.CN1C[C@@H]2[C@H]3N(C[C@@H](C2)C1)CCCC3>>[C:4]([O:3][C:1]([N:8]1[CH2:9][CH2:10][CH2:11][CH2:12][C@H:13]1[CH2:18][CH2:17][OH:16])=[O:2])([CH3:7])([CH3:6])[CH3:5]. Procedure: This compound is prepared in a manner analogous to that described in Example 3, but 1-Boc-piperidine is used insead of 1-Boc-pyrrolidine, and (+)-sparteine surrogate is used instead of (−)-sparteine. The yield is 87.0%. The product is C(C)OC(=O)C1=C(SC(=C1C(=O)OCC)N=CC=1SC(=CC1)[N+](=O)[O-])N (2-amino-5-[(5-nitro-thiophen-2-ylmethylene)-amino]-thiophene-3,4-dicarboxylic acid diethyl ester), powder. Reactants: [N+](=O)([O-])C1=CC=C(S1)C=O (5-nitro-2-thiophenecarboxaldehyde), C(=O)(C(F)(F)F)O (TFA), C(C)OC(=O)C1=C(SC(=C1C(=O)OCC)N)N (2,5-diamino-thiophene-3,4-dicarboxylic acid diethyl ester). Reported procedure: In a 50 mL round bottom flask, 30 mg of 2,5-diamino-thiophene-3,4-dicarboxylic acid diethyl ester was dissolved in 20 mL of isopropanol. To this solution, 5-nitro-2-thiophenecarboxaldehyde (91 mg) was added with vigorous stirring, followed by the addition of a catalytic amount of TFA. The reaction was refluxed for 30 minutes. The title compound was isolated as a dark black-purple powder (87%) by flash chromatography (SiO2). M.p.: 194°-196° C. 1H-NMR (300 MHz, [D] acetone): δ=8.21 (s, 1H), 8.00 (... RXN SMILES: [N+:1]([C:4]1[S:8][C:7]([CH:9]=O)=[CH:6][CH:5]=1)([O-:3])=[O:2].C(O)(C(F)(F)F)=O.[CH2:18]([O:20][C:21]([C:23]1[C:27]([C:28]([O:30][CH2:31][CH3:32])=[O:29])=[C:26]([NH2:33])[S:25][C:24]=1[NH2:34])=[O:22])[CH3:19]>C(O)(C)C>[CH2:18]([O:20][C:21]([C:23]1[C:27]([C:28]([O:30][CH2:31][CH3:32])=[O:29])=[C:26]([N:33]=[CH:9][C:7]2[S:8][C:4]([N+:1]([O-:3])=[O:2])=[CH:5][CH:6]=2)[S:25][C:24]=1[NH2:34])=[O:22])[CH3:19]. Solvent: C(C)(C)O (isopropanol).